From a dataset of the Open Reaction Database (ORD), a public repository of structured organic reaction records. describe an organic reaction: reactants, conditions, products, and yield The reactants are [N+](=O)([O-])C=1C=C(C(=O)N(C)C)C=C(C1)C(F)(F)F (3-nitro-N,N-dimethyl-5-trifluoromethyl-benzamide). Reagents/catalysts: [Ni] (Raney-Nickel). Run in C1CCOC1 (THF). Product: NC=1C=C(C(=O)N(C)C)C=C(C1)C(F)(F)F (3-Amino-N,N-dimethyl-5-trifluoromethyl-benzamide). RXN SMILES: [N+:1]([C:4]1[CH:5]=[C:6]([CH:12]=[C:13]([C:15]([F:18])([F:17])[F:16])[CH:14]=1)[C:7]([N:9]([CH3:11])[CH3:10])=[O:8])([O-])=O>C1COCC1.[Ni]>[NH2:1][C:4]1[CH:5]=[C:6]([CH:12]=[C:13]([C:15]([F:16])([F:17])[F:18])[CH:14]=1)[C:7]([N:9]([CH3:11])[CH3:10])=[O:8]. Procedure: Hydrogenation of (3-nitro-N,N-dimethyl-5-trifluoromethyl-benzamide (12.6 g, 48 mmol) in THF (250 ml) in the presence of Raney-Nickel (3 g), filtration through celite, concentration of the filtrate and crystallization from hexane gives the title compound: m.p.: 154° C.; MS: [M+1]+=233; 1H-NMR (CD3OD): 6.97 (s, 1H), 6.84 (s, 2H), 3.09 (s, 3H), 2.99 (s, 3H). The reactants are C(C=C)C1=C(C2CC(C1C2)C(=O)Cl)CC=C (diallyl-bicyclo[2.2.1]hept-5-ene-2-carbonyl chloride), OC1=CC=C(C=C1)C(C)(C)C1=CC=C(C=C1)O (bisphenol A), C1CCOC1 (THF). Solvent: N1=CC=CC=C1 (pyridine). Reaction conditions: temperature 80 celsius, time 1 hour. Yields the product C(C=C)C1=C(C2CC(C1C2)C(=O)O)CC=C.C(C=C)C2=C(C1CC(C2C1)C(=O)O)CC=C.OC1=CC=C(C=C1)C(C)(C)C1=CC=C(C=C1)O (Bisphenol A bis-(diallyl-bicyclo[2.2.1]hept-5-ene-2-carboxylate)). Reaction SMILES: [CH2:1]([C:4]1[CH:9]2[CH2:10][CH:6]([CH2:7][CH:8]2[C:11](Cl)=[O:12])[C:5]=1[CH2:14][CH:15]=[CH2:16])[CH:2]=[CH2:3].[OH:17][C:18]1[CH:23]=[CH:22][C:21]([C:24]([C:27]2[CH:32]=[CH:31][C:30]([OH:33])=[CH:29][CH:28]=2)([CH3:26])[CH3:25])=[CH:20][CH:19]=1.C1C[O:37]CC1>N1C=CC=CC=1>[CH2:1]([C:4]1[CH:9]2[CH2:10][CH:6]([CH2:7][CH:8]2[C:11]([OH:17])=[O:12])[C:5]=1[CH2:14][CH:15]=[CH2:16])[CH:2]=[CH2:3].[CH2:1]([C:4]1[CH:9]2[CH2:10][CH:6]([CH2:7][CH:8]2[C:11]([OH:37])=[O:12])[C:5]=1[CH2:14][CH:15]=[CH2:16])[CH:2]=[CH2:3].[OH:17][C:18]1[CH:19]=[CH:20][C:21]([C:24]([C:27]2[CH:28]=[CH:29][C:30]([OH:33])=[CH:31][CH:32]=2)([CH3:26])[CH3:25])=[CH:22][CH:23]=1 |f:4.5.6|. Procedure details: 130 g of diallyl-bicyclo[2.2.1]hept-5-ene-2-carbonyl chloride are added dropwide at 20° C. within 30 minutes to a solution of 62.7 g of bisphenol A in 200 ml of pyridine. The mixture is then stirred for 1 hour at 80° C. and then worked up as described in Example 2. This gives 162 g (95% of theory) of a brown, liquid resin with η25 =3,165 mPas. By gel permeation chromatography (THF), the molecular weight is found to be 610 (Mn) or 691 (Mw). The reactants are C(CC1=CC=CC=C1)Br (phenethylbromide), [H-].[Na+] (sodium hydride), ClC1=C(CC#N)C=CC(=C1)Cl (2,4-dichlorobenzyl cyanide), product, O1CCCC1 (tetrahydrofuran). Solvent: O (water). Reaction conditions: temperature 30 celsius, time 8 hour. The product is C(CC1=CC=CC=C1)C(C1=C(C=C(C=C1)Cl)Cl)C#N (α-phenethyl-2,4-dichlorobenzyl cyanide). Reaction SMILES: [H-].[Na+].[Cl:3][C:4]1[CH:12]=[C:11]([Cl:13])[CH:10]=[CH:9][C:5]=1[CH2:6][C:7]#[N:8].O1CCCC1.[CH2:19](Br)[CH2:20][C:21]1[CH:26]=[CH:25][CH:24]=[CH:23][CH:22]=1>O>[CH2:19]([CH:6]([C:7]#[N:8])[C:5]1[CH:9]=[CH:10][C:11]([Cl:13])=[CH:12][C:4]=1[Cl:3])[CH2:20][C:21]1[CH:26]=[CH:25][CH:24]=[CH:23][CH:22]=1 |f:0.1|. Procedure details: Sodium hydride (0.13 mole as a 50% dispersion in mineral oil) is washed with 100 ml. of dry n-hexane to remove the mineral oil, then blanketed with dry nitrogen and suspended in 250 ml. of freshly distilled tetrahydrofuran. To this sodium hydride suspension is added dropwise at room temperature a solution of 2,4-dichlorobenzyl cyanide (25 g., 0.13 mole) dissolved in 100 ml. of tetrahydrofuran. When the addition is completed, the temperature is maintained at 30° C. for an additional 0.5 hours. A ... Starting materials: ClC(Cl)(Cl)Cl, Cn1nc(-c2ccc(Cl)cc2)cc1OC(F)F, O=S(=O)(Cl)Cl. Product: Cn1nc(-c2ccc(Cl)cc2)c(Cl)c1OC(F)F. Reaction SMILES: [C:23]([Cl:24])([Cl:25])([Cl:26])[Cl:27].[Cl:6][c:7]1[cH:8][cH:9][c:10](-[c:13]2[n:14][n:15]([CH3:22])[c:16]([O:18][CH:19]([F:20])[F:21])[cH:17]2)[cH:11][cH:12]1.[S:1]([Cl:2])(=[O:3])([Cl:4])=[O:5]>>[Cl:4][c:17]1[c:13](-[c:10]2[cH:9][cH:8][c:7]([Cl:6])[cH:12][cH:11]2)[n:14][n:15]([CH3:22])[c:16]1[O:18][CH:19]([F:20])[F:21]. Reactants: [BH4-].[Na+] (NaBH4), [NH4+].[Cl-] (NH4Cl), [Si](C)(C)(C(C)(C)C)O[C@@H]1CC(N(C1)C(=O)OC(C)(C)C)=O ((R)-tert-butyl 4-(tert-butyldimethylsilyloxy)-2-oxopyrrolidine-1-carboxylate), solution, FC=1C=CC(=C(C1)[Mg]Br)OC ((5-fluoro-2-methoxyphenyl)magnesium bromide). The solvent is CO (MeOH), C1CCOC1 (THF), C1CCOC1 (THF). Reaction conditions: temperature 0 celsius, time 30 minute. Yields the product [Si](C)(C)(C(C)(C)C)O[C@@H](CNC(OC(C)(C)C)=O)CC(O)C1=C(C=CC(=C1)F)OC ((R)-tert-butyl 2-(tert-butyldimethylsilyloxy)-4-(5-fluoro-2-methoxyphenyl)-4-hydroxybutylcarbamate). Yield: 57.0%. Reaction SMILES: [Si:1]([O:8][C@H:9]1[CH2:13][N:12]([C:14]([O:16][C:17]([CH3:20])([CH3:19])[CH3:18])=[O:15])[C:11](=[O:21])[CH2:10]1)([C:4]([CH3:7])([CH3:6])[CH3:5])([CH3:3])[CH3:2].[F:22][C:23]1[CH:24]=[CH:25][C:26]([O:31][CH3:32])=[C:27]([Mg]Br)[CH:28]=1.[BH4-].[Na+].[NH4+].[Cl-]>C1COCC1.CO>[Si:1]([O:8][C@H:9]([CH2:10][CH:11]([C:25]1[CH:24]=[C:23]([F:22])[CH:28]=[CH:27][C:26]=1[O:31][CH3:32])[OH:21])[CH2:13][NH:12][C:14](=[O:15])[O:16][C:17]([CH3:20])([CH3:19])[CH3:18])([C:4]([CH3:7])([CH3:6])[CH3:5])([CH3:3])[CH3:2] |f:2.3,4.5|. Reported procedure: To a solution of (R)-tert-butyl 4-(tert-butyldimethylsilyloxy)-2-oxopyrrolidine-1-carboxylate (6.00 g, 19.0 mmol) in THF (36 mL) at 0° C. was added a 0.5 M solution of (5-fluoro-2-methoxyphenyl)magnesium bromide in THF (50.0 mL, 25.0 mmol). The resulting mixture was stirred at 0° C. for 30 minutes, then treated with MeOH (60 mL) and NaBH4 (0.966 g, 25.2 mmol). After stirring at 0° C. for an additional 30 minutes, the reaction mixture was poured into saturated aqueous NH4Cl (40 mL) and extracted ... Starting materials: O (water), O (water), [OH-].[Na+] (sodium hydroxide), C(C)OC(=O)C1=CC2=C(SC=C2C)C=C1 (3-methylbenzo[b]thiophene-5-carboxylic acid ethyl ester), [H-].[Al+3].[Li+].[H-].[H-].[H-] (lithium aluminium hydride), [H-].[Al+3].[Li+].[H-].[H-].[H-] (lithium aluminium hydride). The solvent is CCOCC (ether), CCOCC (ether). Conditions: time 3 hour. Yields the product OCC1=CC2=C(SC=C2C)C=C1 (5-hydroxymethyl-3-methylbenzo[b]thiophene). Isolated yield 76.4%. As a reaction SMILES: C([O:3][C:4]([C:6]1[CH:15]=[CH:14][C:9]2[S:10][CH:11]=[C:12]([CH3:13])[C:8]=2[CH:7]=1)=O)C.[H-].[Al+3].[Li+].[H-].[H-].[H-].O.[OH-].[Na+]>CCOCC>[OH:3][CH2:4][C:6]1[CH:15]=[CH:14][C:9]2[S:10][CH:11]=[C:12]([CH3:13])[C:8]=2[CH:7]=1 |f:1.2.3.4.5.6,8.9|. Procedure details: A solution of 3-methylbenzo[b]thiophene-5-carboxylic acid ethyl ester (14.44 g.) in dry ether (50 ml.) was added dropwise with stirring to a mixture of lithium aluminium hydride (5.32 g.) in dry ether (450 ml.) under an atmosphere of dry nitrogen. Sufficient heat was applied during the addition to maintain gentle reflux. The mixture was heated under reflux with stirring for 3 hours and then cooled. The excess of lithium aluminium hydride was decomposed by the cautious addition with stirring of w... Reactants: ClC(F)F (chlorodifluoromethane), 221, C1=C(C=CC=C1O)C (m-cresol), [OH-].[Na+] (sodium hydroxide), O1CCOCC1 (1,4-dioxane). Run in O (water), O (water). Reaction conditions: temperature 68 celsius, time 45 minute. The product is FC(F)OC=1C=C(C=CC1)C (m-tolyl difluoromethyl ether). RXN SMILES: Cl[CH:2]([F:4])[F:3].[CH:5]1[C:10]([OH:11])=[CH:9][CH:8]=[CH:7][C:6]=1[CH3:12].[OH-].[Na+].O1CCOCC1>O>[F:3][CH:2]([O:11][C:10]1[CH:5]=[C:6]([CH3:12])[CH:7]=[CH:8][CH:9]=1)[F:4] |f:2.3|. Reported procedure: 260 Parts by weight of chlorodifluoromethane are passed, over 1.5 hours, into a stirred mixture of 221 parts by weight of m-cresol, 412 parts by weight of sodium hydroxide, 600 parts by volume of 1,4-dioxane and 500 parts by volume of water, at 67°-70° C. After stirring for 45 minutes at 68° C., the reaction mixture is cooled, diluted with 1,000 parts by volume of water and extracted four times with 200 parts by volume of ether. After drying the ether phase, concentrating under reduced pressure ... The reactants are Cl (hydrogen chloride), Cl (hydrogen chloride), C(C)(C)[SiH](C(C)C)C(C)C (triisopropylsilane), Cl (Hydrogen chloride). Run at temperature 100 celsius. The product is C(C)(C)[Si](Cl)(C(C)C)C(C)C (triisopropylchlorosilane). Reaction SMILES: [ClH:1].[CH:2]([SiH:5]([CH:9]([CH3:11])[CH3:10])[CH:6]([CH3:8])[CH3:7])([CH3:4])[CH3:3]>>[CH:2]([Si:5]([CH:9]([CH3:11])[CH3:10])([CH:6]([CH3:8])[CH3:7])[Cl:1])([CH3:4])[CH3:3]. Procedure: A thermometer, hydrogen chloride gas inlet tube, and reflux condenser were fitted to a stirrer-equipped 200 mL four-neck flask, and 80 g triisopropylsilane was then introduced into the flask. This was followed by the addition of 0.01 g platinum/divinyltetramethyldisiloxane complex and heating to 100° C. Hydrogen chloride gas was then introduced into the mixture. The introduction of hydrogen chloride gas was suspended after 4 hours. Vacuum distillation yielded 94 g triisopropylchlorosilane (purit... Reactants: CC(C)(C)S(N)=O, C1CCOC1, CC1(C)OCC(COc2ccc(CCCC(C=O)NS(=O)C(C)(C)C)cc2)O1, CC[O-], CC[O-], CC[O-], CC[O-], [Ti+4]. Yields the product CC1(C)OCC(COc2ccc(CCCC(C=NS(=O)C(C)(C)C)NS(=O)C(C)(C)C)cc2)O1. As a reaction SMILES: [C:29]([CH3:30])([CH3:31])([CH3:32])[S:33](=[O:34])[NH2:35].[CH2:36]1[O:37][CH2:38][CH2:39][CH2:40]1.[CH3:1][C:2]1([CH3:28])[O:3][CH2:4][CH:5]([CH2:7][O:8][c:9]2[cH:10][cH:11][c:12]([CH2:15][CH2:16][CH2:17][CH:18]([CH:19]=[O:20])[NH:21][S:22](=[O:23])[C:24]([CH3:25])([CH3:26])[CH3:27])[cH:13][cH:14]2)[O:6]1.[CH3:41][CH2:42][O-:43].[CH3:45][CH2:46][O-:47].[CH3:48][CH2:49][O-:50].[CH3:51][CH2:52][O-:53].[Ti+4:44]>>[CH3:1][C:2]1([CH3:28])[O:3][CH2:4][CH:5]([CH2:7][O:8][c:9]2[cH:10][cH:11][c:12]([CH2:15][CH2:16][CH2:17][CH:18]([CH:19]=[N:35][S:33]([C:29]([CH3:30])([CH3:31])[CH3:32])=[O:34])[NH:21][S:22](=[O:23])[C:24]([CH3:25])([CH3:26])[CH3:27])[cH:13][cH:14]2)[O:6]1. Reactants: CCOC(=O)N1C=C(C=O)c2cc(OC3CCCC3)c(OC)cc2C1Cc1cccc(OC)c1, CO, [K+], [OH-]. Product: COc1cccc(CC2NC=C(C=O)c3cc(OC4CCCC4)c(OC)cc32)c1. RXN SMILES: [CH2:1]([O:2][C:3](=[O:4])[N:6]1[CH:7]([CH2:26][c:27]2[cH:28][c:29]([O:33][CH3:34])[cH:30][cH:31][cH:32]2)[c:8]2[cH:9][c:10]([O:24][CH3:25])[c:11]([O:18][CH:19]3[CH2:20][CH2:21][CH2:22][CH2:23]3)[cH:12][c:13]2[C:14]([CH:16]=[O:17])=[CH:15]1)[CH3:5].[CH3:37][OH:38].[K+:36].[OH-:35]>>[NH:6]1[CH:7]([CH2:26][c:27]2[cH:28][c:29]([O:33][CH3:34])[cH:30][cH:31][cH:32]2)[c:8]2[cH:9][c:10]([O:24][CH3:25])[c:11]([O:18][CH:19]3[CH2:20][CH2:21][CH2:22][CH2:23]3)[cH:12][c:13]2[C:14]([CH:16]=[O:17])=[CH:15]1.